This data is from the Open Reaction Database (ORD), a public repository of structured organic reaction records. The task is: describe an organic reaction: reactants, conditions, products, and yield Reactants: [BH4-], CO, Nc1c(Br)cc(C(=O)CCl)nc1Cl, [Na+]. Yields the product Nc1c(Br)cc(C(O)CCl)nc1Cl. As a reaction SMILES: [BH4-:14].[CH3:16][OH:17].[NH2:1][c:2]1[c:3]([Cl:13])[n:4][c:5]([C:9]([CH2:10][Cl:11])=[O:12])[cH:6][c:7]1[Br:8].[Na+:15]>>[NH2:1][c:2]1[c:3]([Cl:13])[n:4][c:5]([CH:9]([CH2:10][Cl:11])[OH:12])[cH:6][c:7]1[Br:8]. The reactants are CC(C)([O-])C.[K+] (potassium tert-butoxide), BrC1=CC(=C(C=C1)O)F (4-Bromo-2-fluorophenol), ICCCF (1-Iodo-3-fluoropropane). The solvent is CN1CCN(C1=O)C (DMI). Reaction conditions: temperature 60 celsius, time 6 hour. Yields the product BrC1=CC(=C(C=C1)OCCCF)F (4-bromo-2-fluoro-1-(3-fluoro-propoxy)-benzene). Yield: 81.7%. As a reaction SMILES: [Br:1][C:2]1[CH:7]=[CH:6][C:5]([OH:8])=[C:4]([F:9])[CH:3]=1.CC(C)([O-])C.[K+].I[CH2:17][CH2:18][CH2:19][F:20]>CN1C(=O)N(C)CC1>[Br:1][C:2]1[CH:7]=[CH:6][C:5]([O:8][CH2:17][CH2:18][CH2:19][F:20])=[C:4]([F:9])[CH:3]=1 |f:1.2|. Procedure: 4-Bromo-2-fluorophenol (382 mg, 2.0 mmol) was dissolved in DMI (0.5 mL), and potassium tert-butoxide (224 mg, 2.0 mmol) was added at room temperature. 1-Iodo-3-fluoropropane (376 mg, 2.0 mmol) was added to the reaction solution, and the mixture was heated to 60° C. and stirred for six hours. The reaction solution was purified by silica gel column chromatography to give 4-bromo-2-fluoro-1-(3-fluoro-propoxy)-benzene (410 mg, 82%). Reactants: Nc1ccc(Cl)cn1, O=[N+]([O-])O, O=S(=O)(O)O. Product: Nc1ncc(Cl)cc1[N+](=O)[O-]. As a reaction SMILES: [NH2:1][c:2]1[n:3][cH:4][c:5]([Cl:8])[cH:6][cH:7]1.[OH:9][N+:10]([O-:11])=[O:12].[S:13](=[O:14])(=[O:15])([OH:16])[OH:17]>>[NH2:1][c:2]1[n:3][cH:4][c:5]([Cl:8])[cH:6][c:7]1[N+:10](=[O:9])[O-:11]. Reactants: Brc1cccnc1, O=C1CCC1, C1CCOC1, CC(C)[N-]C(C)C, [Li+]. Yields the product OC1(c2ccncc2Br)CCC1. RXN SMILES: [Br:1][c:2]1[cH:3][n:4][cH:5][cH:6][cH:7]1.[C:16]1(=[O:20])[CH2:17][CH2:18][CH2:19]1.[CH2:21]1[O:22][CH2:23][CH2:24][CH2:25]1.[CH:8]([N-:9][CH:10]([CH3:11])[CH3:12])([CH3:13])[CH3:14].[Li+:15]>>[Br:1][c:2]1[cH:3][n:4][cH:5][cH:6][c:7]1[C:16]1([OH:20])[CH2:17][CH2:18][CH2:19]1. Starting materials: O=C1N(CCC(C1)CNC=1C=CC=2N(N1)C(=CN2)C2=CC(=CC=C2)OC(F)(F)F)C(=O)OC(C)(C)C (tert-butyl 2-oxo-4-(((3-(3-(trifluoromethoxy)phenyl)imidazo[1,2-b]pyridazin-6-yl)amino)methyl)piperidine-1-carboxylate), C(=O)(C(F)(F)F)O (TFA). Run in C(Cl)Cl (CH2Cl2). Reaction conditions: time 30 minute. The product is NCC1CC(N(CC1)C=1C=CC=2N(N1)C(=CN2)C2=CC(=CC=C2)OC(F)(F)F)=O (4-(aminomethyl)-1-(3-(3-(trifluoromethoxy)phenyl)imidazo[1,2-b]pyridazin-6-yl)piperidin-2-one). Reaction SMILES: O=C1CC(CN[C:10]2[CH:11]=[CH:12][C:13]3[N:14]([C:16]([C:19]4[CH:24]=[CH:23][CH:22]=[C:21]([O:25][C:26]([F:29])([F:28])[F:27])[CH:20]=4)=[CH:17][N:18]=3)[N:15]=2)CCN1C(OC(C)(C)C)=O.[C:37](O)([C:39](F)(F)F)=[O:38]>C(Cl)Cl>[NH2:14][CH2:13][CH:12]1[CH2:11][CH2:10][N:15]([C:10]2[CH:11]=[CH:12][C:13]3[N:14]([C:16]([C:19]4[CH:24]=[CH:23][CH:22]=[C:21]([O:25][C:26]([F:27])([F:28])[F:29])[CH:20]=4)=[CH:17][N:18]=3)[N:15]=2)[C:37](=[O:38])[CH2:39]1. Procedure details: A solution of compound tert-butyl 2-oxo-4-(((3-(3-(trifluoromethoxy)phenyl)imidazo[1,2-b]pyridazin-6-yl)amino)methyl)piperidine-1-carboxylate (114 mg, 0.23 mmol) in CH2Cl2 (10 mL) was added TFA (2 mL). The mixture was stirred at room temperature for 30 min and condensed. The residue was purified by prep-HPLC to give 4-(aminomethyl)-1-(3-(3-(trifluoromethoxy)phenyl)imidazo[1,2-b]pyridazin-6-yl)piperidin-2-one as white solid. Reactants: ClC1=CC2=C(C(=N1)N(C(OC(C)(C)C)=O)CC1=C(C=C(C=C1)OC)OC)N=CN2C (tert-butyl 6-chloro-1-methyl-1H-imidazo[4,5-c]pyridin-4-yl(2,4-dimethoxybenzyl)carbamate), C(C1=CC=CC=C1)(C1=CC=CC=C1)=N (benzophenone imine), CC1(C2=CC=CC(=C2OC=2C(=CC=CC12)P(C1=CC=CC=C1)C1=CC=CC=C1)P(C1=CC=CC=C1)C1=CC=CC=C1)C (9,9-dimethyl-4,5-bis(diphenylphosphino)xanthene), C([O-])([O-])=O.[Cs+].[Cs+] (cesium carbonate). The reagents and catalysts are C=1C=CC(=CC1)/C=C/C(=O)/C=C/C2=CC=CC=C2.C=1C=CC(=CC1)/C=C/C(=O)/C=C/C2=CC=CC=C2.C=1C=CC(=CC1)/C=C/C(=O)/C=C/C2=CC=CC=C2.[Pd].[Pd] (Pd2(dba)3). Solvent: O1CCOCC1 (dioxane). Conditions: temperature 90 celsius. Product: COC1=C(CN(C(OC(C)(C)C)=O)C2=NC(=CC3=C2N=CN3C)N=C(C3=CC=CC=C3)C3=CC=CC=C3)C=CC(=C1)OC (tert-butyl 2,4-dimethoxybenzyl(6-(diphenylmethyleneamino)-1-methyl-1H-imidazo[4,5-c]pyridin-4-yl)carbamate). The yield is 88.9%. As a reaction SMILES: Cl[C:2]1[N:7]=[C:6]([N:8]([CH2:16][C:17]2[CH:22]=[CH:21][C:20]([O:23][CH3:24])=[CH:19][C:18]=2[O:25][CH3:26])[C:9](=[O:15])[O:10][C:11]([CH3:14])([CH3:13])[CH3:12])[C:5]2[N:27]=[CH:28][N:29]([CH3:30])[C:4]=2[CH:3]=1.[C:31](=[NH:44])([C:38]1[CH:43]=[CH:42][CH:41]=[CH:40][CH:39]=1)[C:32]1[CH:37]=[CH:36][CH:35]=[CH:34][CH:33]=1.CC1(C)C2C=CC=C(P(C3C=CC=CC=3)C3C=CC=CC=3)C=2OC2C1=CC=CC=2P(C1C=CC=CC=1)C1C=CC=CC=1.C(=O)([O-])[O-].[Cs+].[Cs+]>C1C=CC(/C=C/C(/C=C/C2C=CC=CC=2)=O)=CC=1.C1C=CC(/C=C/C(/C=C/C2C=CC=CC=2)=O)=CC=1.C1C=CC(/C=C/C(/C=C/C2C=CC=CC=2)=O)=CC=1.[Pd].[Pd].O1CCOCC1>[CH3:26][O:25][C:18]1[CH:19]=[C:20]([O:23][CH3:24])[CH:21]=[CH:22][C:17]=1[CH2:16][N:8]([C:6]1[C:5]2[N:27]=[CH:28][N:29]([CH3:30])[C:4]=2[CH:3]=[C:2]([N:44]=[C:31]([C:32]2[CH:37]=[CH:36][CH:35]=[CH:34][CH:33]=2)[C:38]2[CH:43]=[CH:42][CH:41]=[CH:40][CH:39]=2)[N:7]=1)[C:9](=[O:15])[O:10][C:11]([CH3:14])([CH3:13])[CH3:12] |f:3.4.5,6.7.8.9.10|. Procedure details: Anhydrous dioxane (4 mL) was added to a mixture of tert-butyl 6-chloro-1-methyl-1H-imidazo[4,5-c]pyridin-4-yl(2,4-dimethoxybenzyl)carbamate (example 1B, 0.638 g, 1.474 mmol), benzophenone imine (0.297 mL, 1.769 mmol), Pd2(dba)3 (0.270 g, 0.295 mmol), 9,9-dimethyl-4,5-bis(diphenylphosphino)xanthene (0.256 g, 0.442 mmol), and cesium carbonate (0.672 g, 2.063 mmol). The reaction mixture was heated to 90° C. overnight. After cooling to rt, solvent was removed in vacuo. The residue was partitioned be...